Dataset: the Open Reaction Database (ORD), a public repository of structured organic reaction records. Task: describe an organic reaction: reactants, conditions, products, and yield The reactants are CO, Cc1c(OCCCN(Cc2cccc(C(F)(F)F)c2Cl)CC(c2ccccc2)c2ccccc2)cccc1[N+](=O)[O-], ClC(Cl)Cl. As a reaction SMILES: [CH3:46][OH:47].[Cl:1][c:2]1[c:3]([CH2:4][N:5]([CH2:6][CH2:7][CH2:8][O:9][c:10]2[c:11]([CH3:19])[c:12]([N+:16]([O-:17])=[O:18])[cH:13][cH:14][cH:15]2)[CH2:20][CH:21]([c:22]2[cH:23][cH:24][cH:25][cH:26][cH:27]2)[c:28]2[cH:29][cH:30][cH:31][cH:32][cH:33]2)[cH:34][cH:35][cH:36][c:37]1[C:38]([F:39])([F:40])[F:41].[Cl:42][CH:43]([Cl:44])[Cl:45]>>[Cl:1][c:2]1[c:3]([CH2:4][N:5]([CH2:6][CH2:7][CH2:8][O:9][c:10]2[c:11]([CH3:19])[c:12]([NH2:16])[cH:13][cH:14][cH:15]2)[CH2:20][CH:21]([c:22]2[cH:23][cH:24][cH:25][cH:26][cH:27]2)[c:28]2[cH:29][cH:30][cH:31][cH:32][cH:33]2)[cH:34][cH:35][cH:36][c:37]1[C:38]([F:39])([F:40])[F:41]. The product is Cc1c(N)cccc1OCCCN(Cc1cccc(C(F)(F)F)c1Cl)CC(c1ccccc1)c1ccccc1.